This data is from the Open Reaction Database (ORD), a public repository of structured organic reaction records. The task is: describe an organic reaction: reactants, conditions, products, and yield Reactants: CS(=O)(=O)O, CC#N, CC(C)(C)OC(=O)NC1C(=O)N2C(C(=O)OC(c3ccccc3)c3ccccc3)=C(c3cnc(Nc4ccccc4)s3)CSC12. The product is NC1C(=O)N2C(C(=O)OC(c3ccccc3)c3ccccc3)=C(c3cnc(Nc4ccccc4)s3)CSC12. RXN SMILES: [CH3:46][S:47](=[O:48])(=[O:49])[OH:50].[CH3:51][C:52]#[N:53].[NH:1]([c:2]1[cH:3][cH:4][cH:5][cH:6][cH:7]1)[c:8]1[s:9][c:10]([C:13]2=[C:14]([C:30](=[O:31])[O:32][CH:33]([c:34]3[cH:35][cH:36][cH:37][cH:38][cH:39]3)[c:40]3[cH:41][cH:42][cH:43][cH:44][cH:45]3)[N:15]3[C:16](=[O:29])[CH:17]([NH:21][C:22]([O:23][C:24]([CH3:25])([CH3:26])[CH3:27])=[O:28])[CH:18]3[S:19][CH2:20]2)[cH:11][n:12]1>>[NH:1]([c:2]1[cH:3][cH:4][cH:5][cH:6][cH:7]1)[c:8]1[s:9][c:10]([C:13]2=[C:14]([C:30](=[O:31])[O:32][CH:33]([c:34]3[cH:35][cH:36][cH:37][cH:38][cH:39]3)[c:40]3[cH:41][cH:42][cH:43][cH:44][cH:45]3)[N:15]3[C:16](=[O:29])[CH:17]([NH2:21])[CH:18]3[S:19][CH2:20]2)[cH:11][n:12]1. Product: N=1N(N=C2C1C=CC=C2)C=2C=C(CCC(=O)OC1CC(N(C(C1)(C)C)OC)(C)C)C=C(C2O)C(C)(C)C (1-Methoxy-2,2,6,6-tetramethylpiperidin-4-yl 3-(2H-Benzotriazol-2-yl)-5-tert-butyl-4-hydroxyhydrocinnamate). Reported procedure: A mixture of 30.0 grams (84.9 mmol) of methyl 3-(2H-benzotriazol-2-yl)-5-tert-butyl-4-hydroxyhydrocinnamate, 19.1 grams (102 mmol) of 4-hydroxy-1-methoxy-2,2,6,6-tetramethylpiperidine, and 200 ml of xylene is heated at reflux in a round-bottomed flask equipped with a fractionating column and an adjustable still head. Approximately 25 ml of wet xylene is distilled from the reaction mixture. The reaction mixture is then cooled to 100° C., treated with 1.4 gram of lithium amide, and diluted with 10... Yield: 56.7%. Starting materials: N=1N(N=C2C1C=CC=C2)C=2C=C(CCC(=O)OC)C=C(C2O)C(C)(C)C (methyl 3-(2H-benzotriazol-2-yl)-5-tert-butyl-4-hydroxyhydrocinnamate), OC1CC(N(C(C1)(C)C)OC)(C)C (4-hydroxy-1-methoxy-2,2,6,6-tetramethylpiperidine), crude product. Reaction SMILES: [N:1]1[N:2]([C:10]2[CH:11]=[C:12]([CH:19]=[C:20]([C:23]([CH3:26])([CH3:25])[CH3:24])[C:21]=2[OH:22])[CH2:13][CH2:14][C:15]([O:17][CH3:18])=[O:16])[N:3]=[C:4]2[CH:9]=[CH:8][CH:7]=[CH:6][C:5]=12.OC1[CH2:33][C:32]([CH3:35])([CH3:34])[N:31]([O:36][CH3:37])[C:30]([CH3:39])([CH3:38])[CH2:29]1>C1(C)C(C)=CC=CC=1>[N:1]1[N:2]([C:10]2[CH:11]=[C:12]([CH:19]=[C:20]([C:23]([CH3:26])([CH3:25])[CH3:24])[C:21]=2[OH:22])[CH2:13][CH2:14][C:15]([O:17][CH:18]2[CH2:35][C:32]([CH3:34])([CH3:33])[N:31]([O:36][CH3:37])[C:30]([CH3:39])([CH3:38])[CH2:29]2)=[O:16])[N:3]=[C:4]2[CH:9]=[CH:8][CH:7]=[CH:6][C:5]=12. The solvent is C=1(C(=CC=CC1)C)C (xylene). Reaction conditions: temperature 100 celsius. Starting materials: CC(=O)OC(C)=O, COC(=O)c1ccc(C)[se]1, O, O=[N+]([O-])O. Product: COC(=O)c1cc([N+](=O)[O-])c(C)[se]1. As a reaction SMILES: [CH3:16][C:17]([O:18][C:19](=[O:20])[CH3:21])=[O:22].[CH3:1][c:2]1[cH:3][cH:4][c:5]([C:7](=[O:8])[O:9][CH3:10])[se:6]1.[OH2:15].[OH:11][N+:12]([O-:13])=[O:14]>>[CH3:1][c:2]1[c:3]([N+:12](=[O:11])[O-:13])[cH:4][c:5]([C:7](=[O:8])[O:9][CH3:10])[se:6]1. The reactants are FC=1C=C(C=CC1OC)C(C#N)NC1=CC=C(C=C1)S(N)(=O)=O (α-(3-fluoro-4-methoxyphenyl)-α-(4-sulfamoylanilino) acetonitrile), O=CC(C)=C (methacrolein). Product: FC=1C=C(C=CC1OC)C=1N(C=C(C1)C)C1=CC=C(C=C1)S(N)(=O)=O (2-(3-Fluoro-4-methoxyphenyl)-4-methyl-1-(4-sulfamoylphenyl)pyrrole), powder. Isolated yield 28.0%. As a reaction SMILES: [F:1][C:2]1[CH:3]=[C:4]([CH:10]([NH:13][C:14]2[CH:19]=[CH:18][C:17]([S:20](=[O:23])(=[O:22])[NH2:21])=[CH:16][CH:15]=2)[C:11]#N)[CH:5]=[CH:6][C:7]=1[O:8][CH3:9].O=[CH:25][C:26](=C)[CH3:27]>>[F:1][C:2]1[CH:3]=[C:4]([C:10]2[N:13]([C:14]3[CH:19]=[CH:18][C:17]([S:20](=[O:23])(=[O:22])[NH2:21])=[CH:16][CH:15]=3)[CH:25]=[C:26]([CH3:27])[CH:11]=2)[CH:5]=[CH:6][C:7]=1[O:8][CH3:9]. Reported procedure: Following a procedure similar to that described in Example 1(iii), but using α-(3-fluoro-4-methoxyphenyl)-α-(4-sulfamoylanilino) acetonitrile [prepared as described in step (ii) above] and methacrolein as starting materials, the title compound was obtained as a white powder (yield 28%), melting at 170-173° C. The reactants are OCCC=1NC2=CC=C(C=C2C1)CC(=O)OC (methyl 2-(2-hydroxyethyl)indole-5-acetate), C1(=CC=CC=C1)CCC1=NOC2=C1C=CC(=C2CCC)O (3-(2-phenyl)ethyl-7-(n-propyl)-6-hydroxybenz[4,5]isoxazole). The product is C1(=CC=CC=C1)CCC1=NOC2=C1C=CC(=C2CCC)OCCC=2NC1=CC=C(C=C1C2)CC(=O)O (2-(2-(3-(2-Phenyl)ethyl-7-propylbenz[4,5]isoxazol-6-yloxy)ethyl)indole-5-acetic Acid). Reaction SMILES: [OH:1][CH2:2][CH2:3][C:4]1[NH:5][C:6]2[C:11]([CH:12]=1)=[CH:10][C:9]([CH2:13][C:14]([O:16]C)=[O:15])=[CH:8][CH:7]=2.[C:18]1([CH2:24][CH2:25][C:26]2[C:30]3[CH:31]=[CH:32][C:33](O)=[C:34]([CH2:35][CH2:36][CH3:37])[C:29]=3[O:28][N:27]=2)[CH:23]=[CH:22][CH:21]=[CH:20][CH:19]=1>>[C:18]1([CH2:24][CH2:25][C:26]2[C:30]3[CH:31]=[CH:32][C:33]([O:1][CH2:2][CH2:3][C:4]4[NH:5][C:6]5[C:11]([CH:12]=4)=[CH:10][C:9]([CH2:13][C:14]([OH:16])=[O:15])=[CH:8][CH:7]=5)=[C:34]([CH2:35][CH2:36][CH3:37])[C:29]=3[O:28][N:27]=2)[CH:19]=[CH:20][CH:21]=[CH:22][CH:23]=1. Procedure: Using the procedures in Example 1, steps F and G, the title compound was prepared from methyl 2-(2-hydroxyethyl)indole-5-acetate and 3-(2-phenyl)ethyl-7-(n-propyl)-6-hydroxybenz[4,5]isoxazole as a slightly tan solid. Starting materials: N(=NC(C#N)(CC(C)(OC)C)C)C(C#N)(CC(C)(C)OC)C (2,2′-Azobis(4-methoxy-2,4-dimethylvaleronitrile)), FC1=C(C=C(C=C1)N1N=NN=C1C(F)(F)F)C (1-(4-fluoro-3-methylphenyl)-5-(trifluoromethyl)-1H-tetrazole), BrN1C(C=2C(C1=O)=CC=CC2)=O (N-bromophtalimide). Run in ClCCl (dichloromethane). Product: BrCC=1C=C(C=CC1F)N1N=NN=C1C(F)(F)F (1-[3-(bromomethyl)-4-fluorophenyl]-5-(trifluoromethyl)-1H-tetrazole). As a reaction SMILES: N(C(C)(CC(OC)(C)C)C#N)=NC(C)(CC(C)(OC)C)C#N.[F:23][C:24]1[CH:29]=[CH:28][C:27]([N:30]2[C:34]([C:35]([F:38])([F:37])[F:36])=[N:33][N:32]=[N:31]2)=[CH:26][C:25]=1[CH3:39].[Br:40]N1C(=O)C2=CC=CC=C2C1=O>ClCCl>[Br:40][CH2:39][C:25]1[CH:26]=[C:27]([N:30]2[C:34]([C:35]([F:38])([F:36])[F:37])=[N:33][N:32]=[N:31]2)[CH:28]=[CH:29][C:24]=1[F:23]. Reported procedure: 2,2′-Azobis(4-methoxy-2,4-dimethylvaleronitrile) (50 mg) was added by three portions to the mixture of 1-(4-fluoro-3-methylphenyl)-5-(trifluoromethyl)-1H-tetrazole and N-bromophtalimide (1.44 g) in dichloromethane (16 ml) at 30° C. and the whole was stirred at reflux for 3 hours. After being cooled to room temperature, the mixture was washed with aqueous sodium hydrogen carbonate and aqueous sodium thiosulfate successively. The organic layer was separated, dried over magnesium sulfate, and evapo... Starting materials: ClC=1N=CC2=C(N(CCC(N2C)=O)C2CCCC2)N1 (2-Chloro-9-cyclopentyl-8,9-dihydro-5-methyl-5H-pyrimido[4,5-b][1,4]diazepin-6(7H)-one), Cl (HCl), NC1=C(C=C(C(=O)O)C=C1)OC (4-amino-3-methoxy benzoic acid). The solvent is C(C)O (ethanol), O (water). Run at temperature 90 celsius. Product: C1(CCCC1)N1C2=C(N(C(CC1)=O)C)C=NC(=N2)NC2=C(C=C(C(=O)O)C=C2)OC (4-(9-cyclopentyl-6,7,8,9-tetrahydro-5-methyl-6-oxo-5H-pyrimido[4,5-b][1,4]diazepin-2-ylamino)-3-methoxybenzoic acid), powder. The yield is 84.0%. RXN SMILES: Cl[C:2]1[N:3]=[CH:4][C:5]2[N:11]([CH3:12])[C:10](=[O:13])[CH2:9][CH2:8][N:7]([CH:14]3[CH2:18][CH2:17][CH2:16][CH2:15]3)[C:6]=2[N:19]=1.Cl.[NH2:21][C:22]1[CH:30]=[CH:29][C:25]([C:26]([OH:28])=[O:27])=[CH:24][C:23]=1[O:31][CH3:32]>C(O)C.O>[CH:14]1([N:7]2[CH2:8][CH2:9][C:10](=[O:13])[N:11]([CH3:12])[C:5]3[CH:4]=[N:3][C:2]([NH:21][C:22]4[CH:30]=[CH:29][C:25]([C:26]([OH:28])=[O:27])=[CH:24][C:23]=4[O:31][CH3:32])=[N:19][C:6]2=3)[CH2:18][CH2:17][CH2:16][CH2:15]1. Procedure details: 2-Chloro-9-cyclopentyl-8,9-dihydro-5-methyl-5H-pyrimido[4,5-b][1,4]diazepin-6(7H)-one (150 mg, 0.536 mmol) in ethanol (2.25 ml) and water (9 ml) was treated with conc. HCl (0.088 ml) and 4-amino-3-methoxy benzoic acid (134 mg, 0.804 mmol). The mixture was stirred at 90° C. 24 hours, concentrated and the residue triturated with methanol/ether, filtered and the solid washed with ethanol then ether to give 4-(9-cyclopentyl-6,7,8,9-tetrahydro-5-methyl-6-oxo-5H-pyrimido[4,5-b][1,4]diazepin-2-ylamino)...